Dataset: the Open Reaction Database (ORD), a public repository of structured organic reaction records. Task: describe an organic reaction: reactants, conditions, products, and yield The reactants are C(C(=O)Cl)(=O)Cl (Oxalyl chloride), BrC1=C(C=C(C=C1)F)/C=C/C(=O)O ((E)-3-(2-bromo-5-fluorophenyl)acrylic acid), CN(C=O)C (N,N-dimethylformamide), Cl.CNOC (N,O-dimethylhydroxylamine hydrochloride), CCN(C(C)C)C(C)C (Hunig's base). The reagents and catalysts are CN(C1=CC=NC=C1)C (4-dimethylaminopyridine). The solvent is ClCCl (dichloromethane), ClCCl (dichloromethane), ClCCl (dichloromethane). Run at temperature 25 celsius, time 1 hour. Yields the product BrC1=C(C=C(C=C1)F)/C=C/C(=O)N(C)OC ((E)-3-(2-Bromo-5-fluorophenyl)-N-methoxy-N-methylacrylamide). Reaction SMILES: C(Cl)(=O)C(Cl)=O.[Br:7][C:8]1[CH:13]=[CH:12][C:11]([F:14])=[CH:10][C:9]=1/[CH:15]=[CH:16]/[C:17]([OH:19])=O.CN(C)C=O.Cl.[CH3:26][NH:27][O:28][CH3:29].CCN(C(C)C)C(C)C>ClCCl.CN(C)C1C=CN=CC=1>[Br:7][C:8]1[CH:13]=[CH:12][C:11]([F:14])=[CH:10][C:9]=1/[CH:15]=[CH:16]/[C:17]([N:27]([O:28][CH3:29])[CH3:26])=[O:19] |f:3.4|. Procedure: Oxalyl chloride (2.0 M in dichloromethane, 2.08 mL, 4.16 mmol) was added to a suspension of (E)-3-(2-bromo-5-fluorophenyl)acrylic acid (678 mg, 2.77 mmol) in dichloromethane (8 mL). N,N-dimethylformamide (11 □L, 0.14 mmol) was added, and the resulting mixture was stirred at 25° C. for 1 h. The reaction mixture was concentrated in vacuo, and 4-dimethylaminopyridine (3 mg, 0.025 mmol), N,O-dimethylhydroxylamine hydrochloride (270 mg, 2.77 mmol), Hunig's base (1.44 mL, 8.28 mmol), and dichlorometha... The reactants are OC1CCC(CC1)NC(OC(C)(C)C)=O (tert-butyl 4-hydroxycyclohexylcarbamate), [H-].[Na+] (sodium hydride), Cl (HCl), FC1=C(C=C(C=C1)S(=O)(=O)N)[N+](=O)[O-] (4-fluoro-3-nitrobenzenesulfonamide). Solvent: O1CCCC1 (tetrahydrofuran), O (water), ClCCl (dichloromethane), O1CCCC1 (tetrahydrofuran). Conditions: temperature 60 celsius, time 15 minute. Product: N[C@@H]1CC[C@H](CC1)OC1=C(C=C(C=C1)S(=O)(=O)N)[N+](=O)[O-] (Trans-4-(4-aminocyclohexyloxy)-3-nitrobenzenesulfonamide). As a reaction SMILES: [OH:1][CH:2]1[CH2:7][CH2:6][CH:5]([NH:8]C(=O)OC(C)(C)C)[CH2:4][CH2:3]1.[H-].[Na+].F[C:19]1[CH:24]=[CH:23][C:22]([S:25]([NH2:28])(=[O:27])=[O:26])=[CH:21][C:20]=1[N+:29]([O-:31])=[O:30].Cl>O1CCCC1.O.ClCCl>[NH2:8][C@H:5]1[CH2:4][CH2:3][C@H:2]([O:1][C:19]2[CH:24]=[CH:23][C:22]([S:25]([NH2:28])(=[O:27])=[O:26])=[CH:21][C:20]=2[N+:29]([O-:31])=[O:30])[CH2:7][CH2:6]1 |f:1.2|. Procedure: To a solution of tert-butyl 4-hydroxycyclohexylcarbamate (0.250 g) in tetrahydrofuran (5 mL) was added sodium hydride (0.186 g). After stirring for 15 minutes, 4-fluoro-3-nitrobenzenesulfonamide (0.256 g) was added as a solution in tetrahydrofuran (1 mL). The reaction was heated to 60° C. for 1.5 hours, cooled and poured into a mixture of dichloromethane (100 mL) and water (25 mL). The aqueous layer was adjusted to pH˜4 with 1N aqueous HCl and the organic layer was separated, washed with brine (... The reactants are CC(CC(=O)OC(C)(C)C)NC(C)c1ccccc1, CO, Cl. The product is COC(=O)CC(C)NC(C)c1ccccc1. As a reaction SMILES: [CH3:1][CH:2]([c:3]1[cH:4][cH:5][cH:6][cH:7][cH:8]1)[NH:9][CH:10]([CH2:11][C:12](=[O:13])[O:14][C:15]([CH3:16])([CH3:17])[CH3:18])[CH3:19].[CH3:21][OH:22].[ClH:20]>>[CH3:1][CH:2]([c:3]1[cH:4][cH:5][cH:6][cH:7][cH:8]1)[NH:9][CH:10]([CH2:11][C:12](=[O:13])[O:14][CH3:15])[CH3:19]. Starting materials: BrC1=CC=C(C=C1)F (4-bromofluorobenzene), OC(C#C)(C)C (3-hydroxy-3-methyl-1-butine), P(C1=CC=CC=C1)(C1=CC=CC=C1)C1=CC=CC=C1 (P(C6H5)3). The reagents and catalysts are [Pd] (palladium), [Cu]I (copper(I) iodide). The solvent is C(C)N(CC)CC (triethylamine). Reaction conditions: temperature 70 celsius, time 24 hour. Product: FC1=CC=C(C=C1)C#CC(C)(C)O (1-fluoro-4-(3-hydroxy-3-methyl-1-butyn-1-yl)-benzene). Yield: 78.0%. Reaction SMILES: Br[C:2]1[CH:7]=[CH:6][C:5]([F:8])=[CH:4][CH:3]=1.[OH:9][C:10]([CH3:14])([CH3:13])[C:11]#[CH:12].P(C1C=CC=CC=1)(C1C=CC=CC=1)C1C=CC=CC=1>C(N(CC)CC)C.[Pd].[Cu]I>[F:8][C:5]1[CH:6]=[CH:7][C:2]([C:12]#[C:11][C:10]([OH:9])([CH3:14])[CH3:13])=[CH:3][CH:4]=1. Procedure details: To a solution of 35.2 g (0.19 mole) of 4-bromofluorobenzene and 25.2 g (0.3 mole) of 3-hydroxy-3-methyl-1-butine in 250 ml of triethylamine are added, under nitrogen, 1 g of the palladium complex PdCl2 [P(C6H5)3 ]2 and 0.2 g of copper(I) iodide. The reaction mixture is subsequently stirred for 24 hours at 70° C. After filtering off triethylammonium bromide and removing excess triethylamine by evaporation, the residue is taken up in 200 ml of ether and the solution is washed twice with 100 ml of ... Solvent: C1CCOC1 (THF). Reaction SMILES: [CH2:1]([O:3][C:4]([C:6]1[O:7][C:8]2[CH:15]=[C:14]([OH:16])[C:13]([Cl:17])=[CH:12][C:9]=2[C:10]=1[CH3:11])=[O:5])[CH3:2].[CH:18]([N:21]1[CH2:26][CH2:25][CH:24](O)[CH2:23][CH2:22]1)([CH3:20])[CH3:19].C1(P(C2C=CC=CC=2)C2C=CC=CC=2)C=CC=CC=1.CC(OC(/N=N/C(OC(C)C)=O)=O)C>C1COCC1>[CH2:1]([O:3][C:4]([C:6]1[O:7][C:8]2[CH:15]=[C:14]([O:16][CH:24]3[CH2:25][CH2:26][N:21]([CH:18]([CH3:20])[CH3:19])[CH2:22][CH2:23]3)[C:13]([Cl:17])=[CH:12][C:9]=2[C:10]=1[CH3:11])=[O:5])[CH3:2]. Procedure: The above prepared 5-chloro-6-hydroxy-3-methyl-benzofuran-2-carboxylic acid ethyl ester (0.700 g, 2.75 mmol) was dissolved in 12 mL of THF and treated successively at −10° C. with 1-isopropyl-piperidin-4-ol (0.551 g, 1.4 eq.), triphenylphosphine (1.001 g, 1.4 eq.) and DIAD (0.755 mL, 1.4 eq.), and the mixture then kept at ambient temperature for another 4 h. Pouring onto crashed ice/NH4Cl, twofold extraction with AcOEt, washing with water and brine, drying over magnesium sulfate, and evaporation... Reactants: C(C)(C)N1CCC(CC1)O (1-isopropyl-piperidin-4-ol), C1(=CC=CC=C1)P(C1=CC=CC=C1)C1=CC=CC=C1 (triphenylphosphine), CC(C)OC(=O)/N=N/C(=O)OC(C)C (DIAD), C(C)OC(=O)C=1OC2=C(C1C)C=C(C(=C2)O)Cl (5-chloro-6-hydroxy-3-methyl-benzofuran-2-carboxylic acid ethyl ester). Isolated yield 94.8%. Product: C(C)OC(=O)C=1OC2=C(C1C)C=C(C(=C2)OC2CCN(CC2)C(C)C)Cl (5-Chloro-6-(1-isopropyl-piperidin-4-yloxy)-3-methyl-benzofuran-2-carboxylic acid ethyl ester). Conditions: time 4 hour.